Dataset: the Open Reaction Database (ORD), a public repository of structured organic reaction records. Task: describe an organic reaction: reactants, conditions, products, and yield The product is COc1ccccc1CCC(=O)NCC(N)Cc1c[nH]c2ccccc12. The reactants are ClCCl, O=CO, COc1ccccc1CCC(=O)NCC(Cc1c[nH]c2ccccc12)NC(c1ccccc1)(c1ccccc1)c1ccccc1. As a reaction SMILES: [CH2:49]([Cl:50])[Cl:51].[CH:1]([OH:2])=[O:3].[nH:4]1[cH:5][c:6]([CH2:13][CH:14]([CH2:15][NH:16][C:17]([CH2:18][CH2:19][c:20]2[c:21]([O:26][CH3:27])[cH:22][cH:23][cH:24][cH:25]2)=[O:28])[NH:29][C:30]([c:31]2[cH:32][cH:33][cH:34][cH:35][cH:36]2)([c:37]2[cH:38][cH:39][cH:40][cH:41][cH:42]2)[c:43]2[cH:44][cH:45][cH:46][cH:47][cH:48]2)[c:7]2[cH:8][cH:9][cH:10][cH:11][c:12]12>>[nH:4]1[cH:5][c:6]([CH2:13][CH:14]([CH2:15][NH:16][C:17]([CH2:18][CH2:19][c:20]2[c:21]([O:26][CH3:27])[cH:22][cH:23][cH:24][cH:25]2)=[O:28])[NH2:29])[c:7]2[cH:8][cH:9][cH:10][cH:11][c:12]12. Starting materials: CC=1N=C(SC1C=1N=C(SC1)NC=1C=NC=CC1)NC(C)=O (N-[4′-Methyl-2-(pyridin-3-ylamino)-[4,5′]bithiazolyl-2′-yl]-acetamide), Cl (hydrochloric acid), C(=O)(O)[O-].[Na+] (NaHCO3), Cl (hydrochloric acid). Run in C(C)O (ethanol). The product is CC=1N=C(SC1C=1N=C(SC1)NC=1C=NC=CC1)N (4′-methyl-N*2*-pyridin-3-yl-[4,5]bithiazolyl-2,2′-diamine). RXN SMILES: [CH3:1][C:2]1[N:3]=[C:4]([NH:19]C(=O)C)[S:5][C:6]=1[C:7]1[N:8]=[C:9]([NH:12][C:13]2[CH:14]=[N:15][CH:16]=[CH:17][CH:18]=2)[S:10][CH:11]=1.Cl.C([O-])(O)=O.[Na+]>C(O)C>[CH3:1][C:2]1[N:3]=[C:4]([NH2:19])[S:5][C:6]=1[C:7]1[N:8]=[C:9]([NH:12][C:13]2[CH:14]=[N:15][CH:16]=[CH:17][CH:18]=2)[S:10][CH:11]=1 |f:2.3|. Procedure: N-[4′-Methyl-2-(pyridin-3-ylamino)-[4,5′]bithiazolyl-2′-yl]-acetamide (0.9 g) is refluxed in a mixture of ethanol (30 ml) and concentrated hydrochloric acid (3 ml) for 18 hours then additional hydrochloric acid is added (1.5 ml). After a further 24 hours at reflux the reaction mixture is cooled and the pH adjusted to 8-9 by the addition of 5% aqueous NaHCO3. The title compound is collected by filtration, washed with water and dried to give a light brown solid. The reactants are ice water, CC(C)([O-])C.[K+] (potassium tert-butoxide), C(C1=CC=CC=C1)(C1=CC=CC=C1)(C1=CC=CC=C1)NCCO (N-tritylethanolamine), C1(=CC=CC2=CC=CC=C12)C1OC1 (2-(1-naphthyl)oxirane), Cl (hydrochloric acid), C(C)(C)OC(C)C (diisopropyl ether). The solvent is C(C)(=O)OCC (ethyl acetate), CS(=O)C (dimethyl sulfoxide), O (water), C(C)(=O)OCC (ethyl acetate), O1CCCC1 (tetrahydrofuran), C(=O)O (formic acid). Run at temperature 85 celsius, time 5 minute. Product: NCCOCC(O)C1=CC=CC2=CC=CC=C12 (2-(2-aminoethoxy)-1-(1-naphthyl)ethanol). Yield: 25.1%. As a reaction SMILES: CC(C)([O-:4])C.[K+].[C:7]([NH:26]CCO)(C1C=CC=CC=1)(C1C=CC=CC=1)[C:8]1C=CC=CC=1.[C:30]1([CH:40]2[CH2:42][O:41]2)[C:39]2[C:34](=[CH:35][CH:36]=[CH:37][CH:38]=2)[CH:33]=[CH:32][CH:31]=1.Cl.C(OC(C)C)(C)C>O.C(OCC)(=O)C.O1CCCC1.C(O)=O.CS(C)=O>[NH2:26][CH2:7][CH2:8][O:41][CH2:42][CH:40]([C:30]1[C:39]2[C:34](=[CH:35][CH:36]=[CH:37][CH:38]=2)[CH:33]=[CH:32][CH:31]=1)[OH:4] |f:0.1|. Procedure: A mixture of 3.5 g of potassium tert-butoxide, 9.4 g of N-tritylethanolamine and 50 ml of dimethyl sulfoxide was heated to 85° C. Thereto was added 5.3 g of 2-(1-naphthyl)oxirane. The resulting mixture was stirred at the same temperature for 5 minutes. The reaction mixture was cooled and added to a mixture of 100 ml of ethyl acetate and 150 ml of ice water. The organic layer was separated. The aqueous layer was extracted with 50 ml of ethyl acetate. The extract was combined with the previously s... Yields the product CCS(=O)(=O)c1cc2c(cc1OC)CCn1c3c(c(-c4cncs4)c1-2)CCCCN(C(C)(C)C)C3=O. The reactants are CCS(=O)(=O)c1cc2c(cc1OC)CCn1c3c(c(Br)c1-2)CCCCN(C(C)(C)C)C3=O, CCCC[Sn](CCCC)(CCCC)c1cncs1, [CH2]C, CCOC(C)=O, CC(C)=O, Cc1ccccc1. RXN SMILES: [C:1]([CH3:2])([CH3:3])([CH3:4])[N:5]1[C:6](=[O:32])[c:7]2[c:8]([c:9]([Br:27])[c:10]3[n:11]2[CH2:12][CH2:13][c:14]2[cH:15][c:16]([O:25][CH3:26])[c:17]([S:20](=[O:21])(=[O:22])[CH2:23][CH3:24])[cH:18][c:19]2-3)[CH2:28][CH2:29][CH2:30][CH2:31]1.[CH2:33]([Sn:34]([CH2:35][CH2:36][CH2:37][CH3:43])([c:38]1[cH:39][n:40][cH:41][s:42]1)[CH2:44][CH2:45][CH2:46][CH3:47])[CH2:48][CH2:49][CH3:50].[CH2:57][CH3:58].[CH3:51][CH2:52][O:53][C:54](=[O:55])[CH3:56].[CH3:59][C:60]([CH3:61])=[O:62].[c:63]1([CH3:64])[cH:65][cH:66][cH:67][cH:68][cH:69]1>>[C:1]([CH3:2])([CH3:3])([CH3:4])[N:5]1[C:6](=[O:32])[c:7]2[c:8]([c:9](-[c:38]3[cH:39][n:40][cH:41][s:42]3)[c:10]3[n:11]2[CH2:12][CH2:13][c:14]2[cH:15][c:16]([O:25][CH3:26])[c:17]([S:20](=[O:21])(=[O:22])[CH2:23][CH3:24])[cH:18][c:19]2-3)[CH2:28][CH2:29][CH2:30][CH2:31]1. Starting materials: C([O-])(O)=O.[Na+] (sodium bicarbonate), COCCN(CCOC)S(F)(F)F ([Bis(2-methoxyethyl)amino]sulfur trifluoride), [N+](=O)([O-])C=1C=CC(=C(C1)[C@@]12CO[C@H](C[C@H]2CSC(=N1)NC(OC(C)(C)C)=O)CO)F (tert-butyl [(4aR,6R,8aS)-8a-(5-nitro-2-fluorophenyl)-6-hydroxymethyl-4,4a,5,6,8,8a-hexahydro-7-oxa-3-thia-1-azanaphthalen-2-yl]carbamate), NC=1C=CC(=C(C1)[C@@]12COC[C@@H]([C@H]2CSC(=N1)NC(OC(C)(C)C)=O)OC)F (tert-butyl (−)-[(4aS*,5R*,8aS*)-8a-(5-amino-2-fluorophenyl)-5-methoxy-4,4a,5,6,8,8a-hexahydro-7-oxa-3-thia-1-azanaphthalen-2-yl]carbamate). Run in ClCCl (dichloromethane). Run at time 8 hour. Yields the product [N+](=O)([O-])C=1C=CC(=C(C1)[C@@]12CO[C@H](C[C@H]2CSC(=N1)NC(OC(C)(C)C)=O)CF)F (tert-butyl [(4aR,6R,8aS)-8a-(5-nitro-2-fluorophenyl)-6-fluoromethyl-4,4a,5,6,8,8a-hexahydro-7-oxa-3-thia-1-azanaphthalen-2-yl]carbamate). Reaction SMILES: COCCN(S(F)(F)[F:11])CCOC.[N+:14]([C:17]1[CH:18]=[CH:19][C:20]([F:43])=[C:21]([C@@:23]23[N:32]=[C:31]([NH:33][C:34](=[O:40])[O:35][C:36]([CH3:39])([CH3:38])[CH3:37])[S:30][CH2:29][C@@H:28]2[CH2:27][C@H:26]([CH2:41]O)[O:25][CH2:24]3)[CH:22]=1)([O-:16])=[O:15].NC1C=CC(F)=C([C@@]23N=C(NC(=O)OC(C)(C)C)SC[C@@H]2[C@@H](OC)COC3)C=1.C(=O)(O)[O-].[Na+]>ClCCl>[N+:14]([C:17]1[CH:18]=[CH:19][C:20]([F:43])=[C:21]([C@@:23]23[N:32]=[C:31]([NH:33][C:34](=[O:40])[O:35][C:36]([CH3:38])([CH3:39])[CH3:37])[S:30][CH2:29][C@@H:28]2[CH2:27][C@H:26]([CH2:41][F:11])[O:25][CH2:24]3)[CH:22]=1)([O-:16])=[O:15] |f:3.4|. Procedure details: [Bis(2-methoxyethyl)amino]sulfur trifluoride (285 μl) was added dropwise to a solution of tert-butyl [(4aR,6R,8aS)-8a-(5-nitro-2-fluorophenyl)-6-hydroxymethyl-4,4a,5,6,8,8a-hexahydro-7-oxa-3-thia-1-azanaphthalen-2-yl]carbamate obtained in Preparation Example 13 (575 mg) in dichloromethane (55 ml) at −78° C. The mixture was stirred overnight with gradual heating to room temperature. A sodium bicarbonate solution was added to the reaction solution, and the aqueous layer was extracted with chlorofo... The reactants are COc1ccc(N)c(C)c1, O=C(Cl)c1ccc(Cl)nc1, Cc1cc(NC(=O)c2ccc(Cl)nc2)ccc1I. Product: COc1ccc(NC(=O)c2ccc(Cl)nc2)c(C)c1. As a reaction SMILES: [CH3:1][O:2][c:3]1[cH:4][c:5]([CH3:10])[c:6]([NH2:7])[cH:8][cH:9]1.[Cl:11][c:12]1[n:13][cH:14][c:15]([C:16](=[O:17])[Cl:18])[cH:19][cH:20]1.[Cl:21][c:22]1[cH:23][cH:24][c:25]([C:26]([NH:27][c:28]2[cH:29][cH:30][c:31]([I:32])[c:33]([CH3:34])[cH:35]2)=[O:36])[cH:37][n:38]1>>[CH3:1][O:2][c:3]1[cH:4][c:5]([CH3:10])[c:6]([NH:7][C:16]([c:15]2[cH:14][n:13][c:12]([Cl:11])[cH:20][cH:19]2)=[O:17])[cH:8][cH:9]1. The reactants are CCCc1nn(Cc2ccc(OC)cc2)cc1-c1nsc(Nc2ccccn2)n1, CCCc1c(-c2nsc(Nc3ccccn3)n2)cnn1Cc1ccc(OC)cc1, CC(Cl)Cl, O=C(O)C(F)(F)F. Product: CCCc1n[nH]cc1-c1nsc(Nc2ccccn2)n1. RXN SMILES: [CH3:1][O:2][c:3]1[cH:4][cH:5][c:6]([CH2:7][n:8]2[n:9][c:10]([CH2:25][CH2:26][CH3:27])[c:11](-[c:13]3[n:14][s:15][c:16]([NH:18][c:19]4[n:20][cH:21][cH:22][cH:23][cH:24]4)[n:17]3)[cH:12]2)[cH:28][cH:29]1.[CH3:30][O:31][c:32]1[cH:33][cH:34][c:35]([CH2:36][n:37]2[c:38]([CH2:39][CH2:40][CH3:41])[c:42](-[c:43]3[n:44][c:45]([NH:46][c:47]4[cH:48][cH:49][cH:50][cH:51][n:52]4)[s:53][n:54]3)[cH:55][n:56]2)[cH:57][cH:58]1.[Cl:66][CH:67]([Cl:68])[CH3:69].[F:59][C:60]([F:61])([F:62])[C:63]([OH:64])=[O:65]>>[nH:8]1[n:9][c:10]([CH2:25][CH2:26][CH3:27])[c:11](-[c:13]2[n:14][s:15][c:16]([NH:18][c:19]3[n:20][cH:21][cH:22][cH:23][cH:24]3)[n:17]2)[cH:12]1. Reactants: CC(=O)O[BH-](OC(C)=O)OC(C)=O, C1COCCN1, ClCCl, CC(=O)O, COc1ccncc1-c1ccc2c(c1)c(Nc1nc3cc(C=O)ccc3n1C1CCCCC1)nn2COCC[Si](C)(C)C, [Na+]. Product: COc1ccncc1-c1ccc2c(c1)c(Nc1nc3cc(CN4CCOCC4)ccc3n1C1CCCCC1)nn2COCC[Si](C)(C)C. Reaction SMILES: [C:54]([O:55][BH-:56]([O:57][C:58](=[O:59])[CH3:60])[O:61][C:62](=[O:63])[CH3:64])(=[O:65])[CH3:66].[CH2:44]1[CH2:45][O:46][CH2:47][CH2:48][NH:49]1.[CH2:68]([Cl:69])[Cl:70].[CH3:50][C:51](=[O:52])[OH:53].[CH:1]1([n:7]2[c:8]([NH:18][c:19]3[n:20][n:21]([CH2:36][O:37][CH2:38][CH2:39][Si:40]([CH3:41])([CH3:42])[CH3:43])[c:22]4[cH:23][cH:24][c:25](-[c:28]5[cH:29][n:30][cH:31][cH:32][c:33]5[O:34][CH3:35])[cH:26][c:27]34)[n:9][c:10]3[c:11]2[cH:12][cH:13][c:14]([CH:16]=[O:17])[cH:15]3)[CH2:2][CH2:3][CH2:4][CH2:5][CH2:6]1.[Na+:67]>>[CH:1]1([n:7]2[c:8]([NH:18][c:19]3[n:20][n:21]([CH2:36][O:37][CH2:38][CH2:39][Si:40]([CH3:41])([CH3:42])[CH3:43])[c:22]4[cH:23][cH:24][c:25](-[c:28]5[cH:29][n:30][cH:31][cH:32][c:33]5[O:34][CH3:35])[cH:26][c:27]34)[n:9][c:10]3[c:11]2[cH:12][cH:13][c:14]([CH2:16][N:49]2[CH2:44][CH2:45][O:46][CH2:47][CH2:48]2)[cH:15]3)[CH2:2][CH2:3][CH2:4][CH2:5][CH2:6]1.